Dataset: the Open Reaction Database (ORD), a public repository of structured organic reaction records. Task: describe an organic reaction: reactants, conditions, products, and yield Reactants: C(C)(C)(C)OC(=O)N[C@@H](C(C(=O)OC)C)C1=NC2=C(N1)C=CC(=C2)C(C)(C)C (methyl (3S)-3-[(tert-butoxycarbonyl)amino]-3-(5-tert-butyl-1H-benzimidazol-2-yl)-2-methylpropanoate), [OH-].[Li+] (lithium hydroxide). Solvent: C1CCOC1 (THF), O (water). Conditions: time 18 hour. The product is C(C)(C)(C)OC(=O)N[C@@H](C(C(=O)O)C)C1=NC2=C(N1)C=CC(=C2)C(C)(C)C ((3S)-3-[(tert-Butoxycarbonyl)amino]-3-(5-tert-butyl-1H-benzimidazol-2-yl)-2-methylpropanoic acid). Reaction SMILES: [C:1]([O:5][C:6]([NH:8][C@H:9]([C:16]1[NH:20][C:19]2[CH:21]=[CH:22][C:23]([C:25]([CH3:28])([CH3:27])[CH3:26])=[CH:24][C:18]=2[N:17]=1)[CH:10]([CH3:15])[C:11]([O:13]C)=[O:12])=[O:7])([CH3:4])([CH3:3])[CH3:2].[OH-].[Li+]>C1COCC1.O>[C:1]([O:5][C:6]([NH:8][C@H:9]([C:16]1[NH:20][C:19]2[CH:21]=[CH:22][C:23]([C:25]([CH3:26])([CH3:28])[CH3:27])=[CH:24][C:18]=2[N:17]=1)[CH:10]([CH3:15])[C:11]([OH:13])=[O:12])=[O:7])([CH3:4])([CH3:2])[CH3:3] |f:1.2|. Procedure details: A mixture of methyl (3S)-3-[(tert-butoxycarbonyl)amino]-3-(5-tert-butyl-1H-benzimidazol-2-yl)-2-methylpropanoate (Preparation 33, 7.25 g, 18.65 mmol) and lithium hydroxide (0.67 g, 27.95 mmol) in THF and water (100 mL/10 mL) was stirred at room temperature for 18 hours. The THF was evaporated and the remaining aqueous solution was diluted with water (100 mL). A solution of KHSO4 in water was added resulting in a white precipitate. The solid was filtered and dried to afford the title compound tha... Reactants: CCOCC, O=[N+]([O-])c1ccccc1CCN1CCN(c2nsc3ccccc23)CC1. Yields the product Nc1ccccc1CCN1CCN(c2nsc3ccccc23)CC1. As a reaction SMILES: [CH2:27]([O:28][CH2:29][CH3:30])[CH3:31].[N+:1]([O-:2])(=[O:3])[c:4]1[c:5]([CH2:10][CH2:11][N:12]2[CH2:13][CH2:14][N:15]([c:18]3[n:19][s:20][c:21]4[c:22]3[cH:23][cH:24][cH:25][cH:26]4)[CH2:16][CH2:17]2)[cH:6][cH:7][cH:8][cH:9]1>>[NH2:1][c:4]1[c:5]([CH2:10][CH2:11][N:12]2[CH2:13][CH2:14][N:15]([c:18]3[n:19][s:20][c:21]4[c:22]3[cH:23][cH:24][cH:25][cH:26]4)[CH2:16][CH2:17]2)[cH:6][cH:7][cH:8][cH:9]1.